From a dataset of the Open Reaction Database (ORD), a public repository of structured organic reaction records. describe an organic reaction: reactants, conditions, products, and yield The reactants are CC(C)(C)P(c1ccccc1-c1ccccc1)C(C)(C)C, O=C([O-])O, CCOC(C)=O, CC(C)(C)[O-], Cc1ccccc1, CCOc1ccc(C(F)(F)F)cc1CN(Cc1cc(C(F)(F)F)cc(C(F)(F)F)c1)c1ncc(Br)cn1, CCOC(=O)C1CCNCC1, [Na+], [Na+], O=C(C=Cc1ccccc1)C=Cc1ccccc1, O=C(C=Cc1ccccc1)C=Cc1ccccc1, O=C(C=Cc1ccccc1)C=Cc1ccccc1, [Pd], [Pd]. The product is CCOC(=O)C1CCN(c2cnc(N(Cc3cc(C(F)(F)F)cc(C(F)(F)F)c3)Cc3cc(C(F)(F)F)ccc3OCC)nc2)CC1. Reaction SMILES: [C:38]([P:39]([C:40]([CH3:41])([CH3:42])[CH3:43])[c:44]1[cH:45][cH:46][cH:47][cH:48][c:49]1-[c:50]1[cH:51][cH:52][cH:53][cH:54][cH:55]1)([CH3:56])([CH3:57])[CH3:58].[C:76](=[O:77])([OH:78])[O-:79].[CH3:144][CH2:145][O:146][C:147](=[O:148])[CH3:149].[CH3:59][C:60]([CH3:61])([O-:62])[CH3:63].[CH3:81][c:82]1[cH:83][cH:84][cH:85][cH:86][cH:87]1.[F:1][C:2]([c:3]1[cH:4][c:5]([CH2:6][N:7]([CH2:8][c:9]2[c:10]([O:19][CH2:20][CH3:21])[cH:11][cH:12][c:13]([C:15]([F:16])([F:17])[F:18])[cH:14]2)[c:22]2[n:23][cH:24][c:25]([Br:28])[cH:26][n:27]2)[cH:29][c:30]([C:32]([F:33])([F:34])[F:35])[cH:31]1)([F:36])[F:37].[NH:65]1[CH2:66][CH2:67][CH:68]([C:71](=[O:72])[O:73][CH2:74][CH3:75])[CH2:69][CH2:70]1.[Na+:64].[Na+:80].[O:108]=[C:109]([CH:110]=[CH:111][c:112]1[cH:113][cH:114][cH:115][cH:116][cH:117]1)[CH:118]=[CH:119][c:120]1[cH:121][cH:122][cH:123][cH:124][cH:125]1.[O:126]=[C:127]([CH:128]=[CH:129][c:130]1[cH:131][cH:132][cH:133][cH:134][cH:135]1)[CH:136]=[CH:137][c:138]1[cH:139][cH:140][cH:141][cH:142][cH:143]1.[O:90]=[C:91]([CH:92]=[CH:93][c:94]1[cH:95][cH:96][cH:97][cH:98][cH:99]1)[CH:100]=[CH:101][c:102]1[cH:103][cH:104][cH:105][cH:106][cH:107]1.[Pd:88].[Pd:89]>>[F:1][C:2]([c:3]1[cH:4][c:5]([CH2:6][N:7]([CH2:8][c:9]2[c:10]([O:19][CH2:20][CH3:21])[cH:11][cH:12][c:13]([C:15]([F:16])([F:17])[F:18])[cH:14]2)[c:22]2[n:23][cH:24][c:25]([N:65]3[CH2:66][CH2:67][CH:68]([C:71](=[O:72])[O:73][CH2:74][CH3:75])[CH2:69][CH2:70]3)[cH:26][n:27]2)[cH:29][c:30]([C:32]([F:33])([F:34])[F:35])[cH:31]1)([F:36])[F:37]. Product: NC1=CC=C2C(=C(C(OC2=C1)=O)CC(=O)Cl)C (7-amino-4-methylcoumarin-3-acetic chloride). Reaction SMILES: [NH2:1][C:2]1[CH:11]=[C:10]2[C:5]([C:6]([CH3:17])=[C:7]([CH2:13][C:14](O)=[O:15])[C:8](=[O:12])[O:9]2)=[CH:4][CH:3]=1.S(Cl)([Cl:20])=O>C1(C)C=CC=CC=1>[NH2:1][C:2]1[CH:11]=[C:10]2[C:5]([C:6]([CH3:17])=[C:7]([CH2:13][C:14]([Cl:20])=[O:15])[C:8](=[O:12])[O:9]2)=[CH:4][CH:3]=1. Solvent: C1(=CC=CC=C1)C (toluene). Procedure: The reaction was carried out in a 500 ml two-necked reaction flask, containing 50 ml toluene, 7-amino-4-methylcoumarin-3-acetic acid (prepared as per Example 1 above), 699 mg (3 mmol) and thionyl chloride, 0.278 ml (446 ng, 3.75 mmol, BDH Chemicals, U.K.). Nitrogen was passed through the mixture during the reaction. The mixture was refluxed for 2 hours on an oil bath (temperature 130°-150° C.). The solvent was removed by rotatory evaporation and the precipitate was dried in vacuo. Starting materials: NC1=CC=C2C(=C(C(OC2=C1)=O)CC(=O)O)C (7-amino-4-methylcoumarin-3-acetic acid), S(=O)(Cl)Cl (thionyl chloride). The reactants are O (water), C=O (Paraformaldehyde), Cl.CNC (dimethylamine hydrochloride), BrC=1C=C2C=3C(CCCC3N(C2=CC1)C)=O (6-Bromo-1,2,3,9-tetrahydro-9-methyl-4H-carbazol-4-one). The solvent is C(C)(=O)O (acetic acid). Product: Cl.BrC=1C=C2C=3C(C(CCC3N(C2=CC1)C)CN(C)C)=O (6-Bromo-3-[(dimethylamino)methyl]-1,2,3,9-tetrahydro-9-methyl-4H-carbazol-4-one, hydrochloride). Yield: 67.3%. Reaction SMILES: [CH2:1]=O.[ClH:3].[CH3:4][NH:5][CH3:6].[Br:7][C:8]1[CH:9]=[C:10]2[C:18](=[CH:19][CH:20]=1)[N:17]([CH3:21])[C:16]1[CH2:15][CH2:14][CH2:13][C:12](=[O:22])[C:11]2=1.O>C(O)(=O)C>[ClH:3].[Br:7][C:8]1[CH:9]=[C:10]2[C:18](=[CH:19][CH:20]=1)[N:17]([CH3:21])[C:16]1[CH2:15][CH2:14][CH:13]([CH2:4][N:5]([CH3:1])[CH3:6])[C:12](=[O:22])[C:11]2=1 |f:1.2,6.7|. Procedure: Paraformaldehyde (1.5 g) and dimethylamine hydrochloride (3.75 g) were added to a solution of the product of Stage (iii) (10 g) in acetic acid (70 ml) and then heated to reflux for 8 h. On cooling to ambient temperature the reaction mixture was poured into water (400 ml). The oil which separated out was triturated with ether (500 ml) to give a solid (9 g) which was partitioned between ethyl acetate (2×30 ml) and saturated aqueous sodium carbonate (100 ml). The organic phase was evaporated and th...